This data is from the Open Reaction Database (ORD), a public repository of structured organic reaction records. The task is: describe an organic reaction: reactants, conditions, products, and yield Starting materials: [BH-](OC(=O)C)(OC(=O)C)OC(=O)C.[Na+] (NaBH(OAc)3), C(=O)C1=CC=C(C2=CC=CC=C12)OC1=NC=C(C#N)C=C1 (6-(4-formylnaphthalen-1-yloxy)nicotinonitrile), C(C)(=O)O (acetic acid), CC(CCN)C (3-methylbutylamine), Cl (HCl), O1CCOCC1 (dioxane). Solvent: C(Cl)Cl (DCM), C(Cl)Cl (DCM), CCOCC (ether). Reaction conditions: time 16 hour. Yields the product Cl.CC(CCNCC1=CC=C(C2=CC=CC=C12)OC1=NC=C(C#N)C=C1)C (6-{4-[(3-Methylbutylamino)methyl]naphthalen-1-yloxy}nicotinonitrile hydrochloride). Reaction SMILES: [CH:1]([C:3]1[C:12]2[C:7](=[CH:8][CH:9]=[CH:10][CH:11]=2)[C:6]([O:13][C:14]2[CH:21]=[CH:20][C:17]([C:18]#[N:19])=[CH:16][N:15]=2)=[CH:5][CH:4]=1)=O.C(O)(=O)C.[CH3:26][CH:27]([CH3:31])[CH2:28][CH2:29][NH2:30].[BH-](OC(C)=O)(OC(C)=O)OC(C)=O.[Na+].[ClH:46].O1CCOCC1>C(Cl)Cl.CCOCC>[ClH:46].[CH3:26][CH:27]([CH3:31])[CH2:28][CH2:29][NH:30][CH2:1][C:3]1[C:12]2[C:7](=[CH:8][CH:9]=[CH:10][CH:11]=2)[C:6]([O:13][C:14]2[CH:21]=[CH:20][C:17]([C:18]#[N:19])=[CH:16][N:15]=2)=[CH:5][CH:4]=1 |f:3.4,9.10|. Procedure: To a solution of 6-(4-formylnaphthalen-1-yloxy)nicotinonitrile (Preparation 1) (1.50 g, 5.47 mmol) in DCM (15 mL) was added acetic acid (0.98 mL, 16.42 mmol) and 3-methylbutylamine (1.91 mL, 16.42 mmol). After 1 h NaBH(OAc)3 (3.48 g, 16.42 mmol) and DCM (20 mL) were added. The reaction was stirred at rt for a further 16 h. The mixture was partitioned between DCM (150 mL) and saturated NaHCO3 (200 mL), the organic phase washed with water (200 mL) and dried (MgSO4). Solvent removed in vacuo. To th... Starting materials: CC(=O)O, ClCCCN1c2ccccc2Sc2ccccc21, OO. As a reaction SMILES: [CH3:21][C:22](=[O:23])[OH:24].[Cl:1][CH2:2][CH2:3][CH2:4][N:5]1[c:6]2[cH:7][cH:8][cH:9][cH:10][c:11]2[S:12][c:13]2[cH:14][cH:15][cH:16][cH:17][c:18]21.[OH:19][OH:20]>>[Cl:1][CH2:2][CH2:3][CH2:4][N:5]1[c:6]2[cH:7][cH:8][cH:9][cH:10][c:11]2[S:12](=[O:19])[c:13]2[cH:14][cH:15][cH:16][cH:17][c:18]21. Product: O=S1c2ccccc2N(CCCCl)c2ccccc21. Starting materials: C(C)=O (acetaldehyde), C(C1=CC=CC=C1)(=O)N(N=CC)C1=C(C=CC=C1)Br (acetaldehyde 1-benzoyl-1-(2-bromophenyl)hydrazone), Cl (hydrogen chloride), BrC1=C(C=CC=C1)NN=CC (acetaldehyde 2-bromophenyl hydrazone), C1CC(=O)CCC1C(=O)O (cyclohexanone-4-carboxylic acid). Run in C(C)(=O)O (acetic acid), C(C)(=O)O (acetic acid), O (water). Run at time 30 minute. Product: C(C1=CC=CC=C1)(=O)N1C2=C(C=CC=C2C=2CC(CCC12)C(=O)O)Br (9-Benzoyl-8-bromo-1,2,3,4-tetrahydrocarbazole-3-carboxylic acid). RXN SMILES: [C:1]([N:9]([C:13]1[CH:18]=[CH:17][CH:16]=[CH:15][C:14]=1[Br:19])N=CC)(=[O:8])[C:2]1[CH:7]=[CH:6][CH:5]=[CH:4][CH:3]=1.BrC1C=CC=CC=1NN=CC.[CH2:31]1[CH:37]([C:38]([OH:40])=[O:39])[CH2:36][CH2:35][C:33](=O)[CH2:32]1.C(=O)C.Cl>O.C(O)(=O)C>[C:1]([N:9]1[C:33]2[CH2:32][CH2:31][CH:37]([C:38]([OH:40])=[O:39])[CH2:36][C:35]=2[C:18]2[C:13]1=[C:14]([Br:19])[CH:15]=[CH:16][CH:17]=2)(=[O:8])[C:2]1[CH:3]=[CH:4][CH:5]=[CH:6][CH:7]=1. Reported procedure: A solution of acetaldehyde 1-benzoyl-1-(2-bromophenyl)hydrazone, prepared from 11 g. of acetaldehyde 2-bromophenyl hydrazone (see below), and 9.16 g. of cyclohexanone-4-carboxylic acid in 25 ml. glacial acetic acid was heated on a hot plate until evolution of acetaldehyde was no longer detected (about two hours), 25 ml. glacial acetic acid saturated with hydrogen chloride was added and heating was continued for 30 minutes. The mixture was cooled and cautiously diluted with water, and the resulti... Starting materials: CC(C)(C)O, CC=C(C)C, [O-][Cl+][O-], COc1nccc(I)c1C=O, [Na+], O. The product is COc1nccc(I)c1C(=O)O. As a reaction SMILES: [C:22]([OH:23])([CH3:24])([CH3:25])[CH3:26].[CH3:12][C:13](=[CH:14][CH3:15])[CH3:16].[Cl+:18]([O-:19])[O-:20].[I:1][c:2]1[cH:3][cH:4][n:5][c:6]([O:10][CH3:11])[c:7]1[CH:8]=[O:9].[Na+:21].[OH2:17]>>[I:1][c:2]1[cH:3][cH:4][n:5][c:6]([O:10][CH3:11])[c:7]1[C:8](=[O:9])[OH:19]. Reactants: COC1=C(C(=CC=C1)OC)C1=NC=CC=C1 (1,3-Dimethoxy-2-(Pyrid-2-yl)benzene), BrN1C(CCC1=O)=O (N-bromosuccinimide). Yields the product COC1=C(C(=C(C=C1)Br)OC)C1=NC=CC=C1 (1,3-Dimethoxy-2-(Pyrid-2-yl)-4-Bromobenzene). Reaction SMILES: [CH3:1][O:2][C:3]1[CH:8]=[CH:7][CH:6]=[C:5]([O:9][CH3:10])[C:4]=1[C:11]1[CH:16]=[CH:15][CH:14]=[CH:13][N:12]=1.[Br:17]N1C(=O)CCC1=O>>[CH3:10][O:9][C:5]1[CH:6]=[CH:7][C:8]([Br:17])=[C:3]([O:2][CH3:1])[C:4]=1[C:11]1[CH:16]=[CH:15][CH:14]=[CH:13][N:12]=1. Procedure details: This compound was prepared by the same procedure as used in EXAMPLE 2 using 1,3-Dimethoxy-2-(Pyrid-2-yl)benzene 37 and N-bromosuccinimide to yield 38. Starting materials: N1=CC=C(C=C1)NS(=O)(=O)C1=C(C(=CC=C1Cl)[N+](=O)[O-])Cl (N-(4-pyridinyl)-2,6-dichloro-3-nitrobenzenesulfonamide), [H-].[Na+] (NaH), O (water). Yields the product N1=CC=C(C=C1)NS(=O)(=O)C1=C(C(=CC=C1Cl)[N+](=O)[O-])O (N-(4-Pyridinyl)-6-chloro-2-hydroxy-3-nitrobenzenesulfonamide). Yield: 33.3%. Reaction SMILES: [N:1]1[CH:6]=[CH:5][C:4]([NH:7][S:8]([C:11]2[C:16]([Cl:17])=[CH:15][CH:14]=[C:13]([N+:18]([O-:20])=[O:19])[C:12]=2Cl)(=[O:10])=[O:9])=[CH:3][CH:2]=1.[H-].[Na+].[OH2:24]>>[N:1]1[CH:6]=[CH:5][C:4]([NH:7][S:8]([C:11]2[C:16]([Cl:17])=[CH:15][CH:14]=[C:13]([N+:18]([O-:20])=[O:19])[C:12]=2[OH:24])(=[O:10])=[O:9])=[CH:3][CH:2]=1 |f:1.2|. Procedure: Following the general hydrolysis procedure outlined in example 15, N-(4-pyridinyl)-2,6-dichloro-3-nitrobenzenesulfonamide (540 mg, 1.55 mmol), 80% NaH (217 mg,7.25 mmol) and water (0.045mL, 2.46 mmol) were reacted to form the desired product (170 mg, 33%). EI-MS m/z 328(M-H)−.